The task is: describe an organic reaction: reactants, conditions, products, and yield. This data is from the Open Reaction Database (ORD), a public repository of structured organic reaction records. Reactants: C1(=CC=CC=C1)C(N1C=NC(=C1)CC(=O)OC)(C1=CC=CC=C1)C1=CC=CC=C1 (methyl 1-(triphenylmethyl)imidazol-4-ylacetate), C(#N)C1=C(C=C(CBr)C=C1)F (4-cyano-3-fluoro-benzylbromide). Run in C(C)#N (acetonitrile). Run at temperature 50 celsius. The product is C(#N)C1=C(C=C(CN2C=NC=C2CC(=O)OC)C=C1)F (methyl 1-(4-cyano-3-fluorobenzyl)imidazol-5-ylacetate). Yield: 164.7%. Reaction SMILES: C1(C(C2C=CC=CC=2)(C2C=CC=CC=2)[N:8]2[CH:12]=[C:11]([CH2:13][C:14]([O:16][CH3:17])=[O:15])[N:10]=[CH:9]2)C=CC=CC=1.[C:30]([C:32]1[CH:39]=[CH:38][C:35]([CH2:36]Br)=[CH:34][C:33]=1[F:40])#[N:31]>C(#N)C>[C:30]([C:32]1[CH:39]=[CH:38][C:35]([CH2:36][N:10]2[C:11]([CH2:13][C:14]([O:16][CH3:17])=[O:15])=[CH:12][N:8]=[CH:9]2)=[CH:34][C:33]=1[F:40])#[N:31]. Reported procedure: A solution of methyl 1-(triphenylmethyl)imidazol-4-ylacetate from Step B (0.536 g, 1.40 mmol) and 4-cyano-3-fluoro-benzylbromide from Example 1, Step D (0.300 g, 1.40 mmol) in dry acetonitrile (3 mL) was heated at 50° C. under argon for 2 hours, then the precipitate was collected by filtration. The filtrate was concentrated to a volume of 1 mL and then heated at 50° C. for a further 2 hours. The precipitate formed was collected and combined with the first crop to give a white solid (0.63 g). Thi... Starting materials: ClC1CC2=C(SC3=C1C=C(C=C3)SC)C=C(C=C2)C (10-chloro-10,11-dihydro-3-methyl-8-methylthio-dibenzo[b,f]thiepin), CN1CCNCC1 (N-methylpiperazine). The solvent is C(Cl)(Cl)Cl (chloroform). Yields the product CC=1C=CC2=C(SC3=C(C(C2)N2CCN(CC2)C)C=C(C=C3)SC)C1 (1-(10,11-dihydro-3-methyl-8-methylthio-dibenzo[b,f]-thiepin-10-yl)-4-methylpiperazine), dimethanesulfonate. Reaction SMILES: Cl[CH:2]1[C:8]2[CH:9]=[C:10]([S:13][CH3:14])[CH:11]=[CH:12][C:7]=2[S:6][C:5]2[CH:15]=[C:16]([CH3:19])[CH:17]=[CH:18][C:4]=2[CH2:3]1.[CH3:20][N:21]1[CH2:26][CH2:25][NH:24][CH2:23][CH2:22]1>C(Cl)(Cl)Cl>[CH3:19][C:16]1[CH:17]=[CH:18][C:4]2[CH2:3][CH:2]([N:24]3[CH2:25][CH2:26][N:21]([CH3:20])[CH2:22][CH2:23]3)[C:8]3[CH:9]=[C:10]([S:13][CH3:14])[CH:11]=[CH:12][C:7]=3[S:6][C:5]=2[CH:15]=1. Reported procedure: 10.0 G. of 10-chloro-10,11-dihydro-3-methyl-8-methylthio-dibenzo[b,f]thiepin, 300 ml. of chloroform and 9.8 g. of N-methylpiperazine are heated at reflux for 30 hours. The mixture is evaporated under reduced pressure. The residue is worked up in an analogous manner to that described in Example 1, and there is obtained 1-(10,11-dihydro-3-methyl-8-methylthio-dibenzo[b,f]-thiepin-10-yl)-4-methylpiperazine whose dimethanesulfonate crystallizes from acetone and melts at 199°-200°C. The reactants are CC(C)(C)OC(=O)NCc1nc(-c2ncn3c2C2CCN2C(=O)c2c-3cccc2C(F)(F)F)no1, O=C(O)C(F)(F)F. The product is NCc1nc(-c2ncn3c2C2CCN2C(=O)c2c-3cccc2C(F)(F)F)no1. RXN SMILES: [C:1]([O:2][C:3]([CH3:4])([CH3:5])[CH3:6])(=[O:7])[NH:8][CH2:9][c:10]1[n:11][c:12](-[c:15]2[n:16][cH:17][n:18]3[c:19]2[CH:20]2[N:21]([C:22](=[O:33])[c:23]4[c:24]-3[cH:25][cH:26][cH:27][c:28]4[C:29]([F:30])([F:31])[F:32])[CH2:34][CH2:35]2)[n:13][o:14]1.[OH:36][C:37]([C:38]([F:39])([F:40])[F:41])=[O:42]>>[NH2:8][CH2:9][c:10]1[n:11][c:12](-[c:15]2[n:16][cH:17][n:18]3[c:19]2[CH:20]2[N:21]([C:22](=[O:33])[c:23]4[c:24]-3[cH:25][cH:26][cH:27][c:28]4[C:29]([F:30])([F:31])[F:32])[CH2:34][CH2:35]2)[n:13][o:14]1. Starting materials: C(C1=CC=CC=C1)O[C@H](C1CO1)C ((3S)-3-benzyloxy-1,2-epoxybutane), C1(=CC=CC2=CC=CC=C12)C[Mg]Cl (1-naphthylmethylmagnesium chloride). Product: C(C1=CC=CC=C1)O[C@@H](C)C(CCC1=CC=CC2=CC=CC=C12)O ((2S)-2-benzyloxy-5-(1-naphthyl)pentan-3-ol). As a reaction SMILES: [CH2:1]([O:8][C@@H:9]([CH3:13])[CH:10]1[O:12][CH2:11]1)[C:2]1[CH:7]=[CH:6][CH:5]=[CH:4][CH:3]=1.[C:14]1([CH2:24][Mg]Cl)[C:23]2[C:18](=[CH:19][CH:20]=[CH:21][CH:22]=2)[CH:17]=[CH:16][CH:15]=1>>[CH2:1]([O:8][C@H:9]([CH:10]([OH:12])[CH2:11][CH2:24][C:14]1[C:23]2[C:18](=[CH:19][CH:20]=[CH:21][CH:22]=2)[CH:17]=[CH:16][CH:15]=1)[CH3:13])[C:2]1[CH:7]=[CH:6][CH:5]=[CH:4][CH:3]=1. Procedure: (2S)-2-benzyloxy-5-(1-naphthyl)pentan-3-ol was prepared from (3S)-3-benzyloxy-1,2-epoxybutane (obtained in Preparation 9) and 1-naphthylmethylmagnesium chloride (J. Am. Chem. Soc. 1943, 65, 295). Reactants: C(C=C)ON=C(C(=O)NC1[C@@H]2N(C(=C(CS2)C[N+]2=CC=CC=C2)C(=O)[O-])C1=O)C1=NSC(=N1)NP(=O)(OC)OC (7-[2-allyloxyimino-2-{5-dimethoxyphosphorylamino-1,2,4-thiadiazol-3-yl}acetamido]-3-(1-pyridiniomethyl)-3-cephem-4-carboxylate), C(C=C)ON=C(C(=O)[O-])C1=NSC(=N1)NP(=O)(OC)OC.[Na+] (sodium 2-allyloxyimino-2-[5-dimethoxyphosphorylamino-1,2,4-thiadiazol-3-yl]acetate), Cl.Cl.NC1[C@@H]2N(C(=C(CS2)C[N+]2=CC=CC=C2)C(=O)[O-])C1=O (7-amino-3-(1-pyridiniomethyl)-3-cephem-4-carboxylate dihydrochloride), C[Si](C)(C)Br (trimethylsilyl bromide), C(C)(C)OC(C)C (diisopropyl ether). The solvent is C(C)(=O)O (acetic acid). Conditions: time 1 hour. Product: C(C=C)ON=C(C(=O)NC1[C@@H]2N(C(=C(CS2)C[N+]2=CC=CC=C2)C(=O)[O-])C1=O)C1=NSC(=N1)NP(=O)(O)O (7-[2-allyloxyimino-2-(5-phosphonoamino-1,2,4-thiadiazol-3-yl)acetamido]-3-(1-pyridiniomethyl)-3-cephem-4-carboxylate). RXN SMILES: [CH2:1]([O:4][N:5]=[C:6]([C:29]1[N:33]=[C:32]([NH:34][P:35]([O:39]C)([O:37]C)=[O:36])[S:31][N:30]=1)[C:7]([NH:9][CH:10]1[C:27](=[O:28])[N:12]2[C:13]([C:24]([O-:26])=[O:25])=[C:14]([CH2:17][N+:18]3[CH:23]=[CH:22][CH:21]=[CH:20][CH:19]=3)[CH2:15][S:16][C@H:11]12)=[O:8])[CH:2]=[CH2:3].C(ON=C(C1N=C(NP(OC)(OC)=O)SN=1)C([O-])=O)C=C.[Na+].Cl.Cl.NC1C(=O)N2C(C([O-])=O)=C(C[N+]3C=CC=CC=3)CS[C@H]12.C[Si](Br)(C)C.C(OC(C)C)(C)C>C(O)(=O)C>[CH2:1]([O:4][N:5]=[C:6]([C:29]1[N:33]=[C:32]([NH:34][P:35]([OH:37])([OH:39])=[O:36])[S:31][N:30]=1)[C:7]([NH:9][CH:10]1[C:27](=[O:28])[N:12]2[C:13]([C:24]([O-:26])=[O:25])=[C:14]([CH2:17][N+:18]3[CH:19]=[CH:20][CH:21]=[CH:22][CH:23]=3)[CH2:15][S:16][C@H:11]12)=[O:8])[CH:2]=[CH2:3] |f:1.2,3.4.5|. Reported procedure: To a solution of 7-[2-allyloxyimino-2-{5-dimethoxyphosphorylamino-1,2,4-thiadiazol-3-yl}acetamido]-3-(1-pyridiniomethyl)-3-cephem-4-carboxylate (syn isomer) in the reaction mixture prepared from sodium 2-allyloxyimino-2-[5-dimethoxyphosphorylamino-1,2,4-thiadiazol-3-yl]acetate (syn isomer) (502 mg) and 7-amino-3-(1-pyridiniomethyl)-3-cephem-4-carboxylate dihydrochloride (560 mg) according to a similar procedure to that of Example 1 was added dropwise trimethylsilyl bromide (3.22 g) under cooling... The reactants are N1C=C(C2=CC=CC=C12)/C=C/C(=O)C1=CC(=C(C(=C1)OC)OC)OC ((E)-3-(Indol-3-yl)-1-(3,4,5-trimethoxyphenyl)-2-propen-1-one), C(C)Br (ethyl bromide), [H-].[Na+] (sodium hydride). Run in CN(C=O)C (N,N-dimethylformamide), O1CCCC1 (tetrahydrofuran). Conditions: time 3 hour. Product: C(C)N1C=C(C2=CC=CC=C12)/C=C/C(=O)C1=CC(=C(C(=C1)OC)OC)OC ((E)-3-(1-Ethylindol-3-yl) -1-(3,4,5-trimethoxyphenyl) -2-propen-1-one). The yield is 84.1%. As a reaction SMILES: [NH:1]1[C:9]2[C:4](=[CH:5][CH:6]=[CH:7][CH:8]=2)[C:3](/[CH:10]=[CH:11]/[C:12]([C:14]2[CH:19]=[C:18]([O:20][CH3:21])[C:17]([O:22][CH3:23])=[C:16]([O:24][CH3:25])[CH:15]=2)=[O:13])=[CH:2]1.[CH2:26](Br)[CH3:27].[H-].[Na+]>CN(C)C=O.O1CCCC1>[CH2:26]([N:1]1[C:9]2[C:4](=[CH:5][CH:6]=[CH:7][CH:8]=2)[C:3](/[CH:10]=[CH:11]/[C:12]([C:14]2[CH:19]=[C:18]([O:20][CH3:21])[C:17]([O:22][CH3:23])=[C:16]([O:24][CH3:25])[CH:15]=2)=[O:13])=[CH:2]1)[CH3:27] |f:2.3|. Reported procedure: Compound 1 (1.69 g) obtained in Example 1 was dissolved in a mixed solvent of N,N-dimethylformamide (12.5 ml) and tetrahydrofuran (12.5 ml), and ethyl bromide (817.3 mg) and sodium hydride (300 mg, 60% mineral oil dispersion) were added thereto, followed by stirring at room temperature for 3 hours. Ice was added to the reaction solution, and the mixture was subjected to partitioning between ethyl acetate and water. The organic layer was dried over magnesium sulfate and concentrated under reduced... Reactants: BrCCCCCCCC=C (1-bromo-8-nonene), C1(C=2C(C(N1)=O)=CC=CC2)=O.[K] (potassium phthalimide), N-(9,8-Oxidononyl)phthalimide, O (water). Run in CS(=O)C (dimethyl sulfoxide). Reaction conditions: time 8 hour. The product is C(CCCCCCC=C)N1C(C=2C(C1=O)=CC=CC2)=O (N-(8-Nonenyl)phthalimide). The yield is 70.0%. As a reaction SMILES: Br[CH2:2][CH2:3][CH2:4][CH2:5][CH2:6][CH2:7][CH2:8][CH:9]=[CH2:10].[C:11]1(=[O:21])[NH:15][C:14](=[O:16])[C:13]2=[CH:17][CH:18]=[CH:19][CH:20]=[C:12]12.[K].O>CS(C)=O>[CH2:2]([N:15]1[C:14](=[O:16])[C:13]2=[CH:17][CH:18]=[CH:19][CH:20]=[C:12]2[C:11]1=[O:21])[CH2:3][CH2:4][CH2:5][CH2:6][CH2:7][CH2:8][CH:9]=[CH2:10] |f:1.2,^1:21|. Reported procedure: This example illustrates a synthesis of N-(9,8-Oxidononyl)phthalimide (inventive compound no. 1105). 1-bromo-8-nonene (8.2 g, 40 mmol) was added to a suspension of potassium phthalimide (7.4 g, 40 mmol) in 50 mL of dimethyl sulfoxide and stirred overnight. After 12 hours of stirring at room temperature, the reaction product was poured into a separatory funnel containing 300 mL of water and extracted with dichloromethane (5×200 mL). Organic extracts were combined, washed with water (100 mL) and b...